This data is from the Open Reaction Database (ORD), a public repository of structured organic reaction records. The task is: describe an organic reaction: reactants, conditions, products, and yield Reactants: [Cl-].[NH4+] (ammonium chloride), C(C)(C)(C)[C@@H]1O[C@@](C(O1)=O)(C1=CC=CC=C1)C1(CCCC1)O ((2R,5S)-2-t-Butyl-5-(1-hydroxycyclopentyl)-5-phenyl-1,3-dioxolan-4-one), N1=CC=CC=C1 (pyridine), S(=O)(Cl)Cl (Thionyl chloride). The solvent is C1CCOC1 (THF). Reaction conditions: temperature 0 celsius, time 1 hour. The product is C(C)(C)(C)[C@@H]1O[C@](C(O1)=O)(C1=CC=CC=C1)C1=CCCC1 ((2R,5S)-2-t-Butyl-5-cyclopent-1-enyl-5-phenyl-1,3-dioxolan-4-one). Isolated yield 89.8%. RXN SMILES: [C:1]([C@H:5]1[O:9][C:8](=[O:10])[C@@:7]([C:17]2(O)[CH2:21][CH2:20][CH2:19][CH2:18]2)([C:11]2[CH:16]=[CH:15][CH:14]=[CH:13][CH:12]=2)[O:6]1)([CH3:4])([CH3:3])[CH3:2].S(Cl)(Cl)=O.N1C=CC=CC=1.[Cl-].[NH4+]>C1COCC1>[C:1]([C@H:5]1[O:9][C:8](=[O:10])[C@:7]([C:17]2[CH2:21][CH2:20][CH2:19][CH:18]=2)([C:11]2[CH:12]=[CH:13][CH:14]=[CH:15][CH:16]=2)[O:6]1)([CH3:4])([CH3:2])[CH3:3] |f:3.4|. Procedure: Intermediate (1b) (650 mg, 2.1 mmol) was dissolved in 6.8 mL anhydrous THF and the solution was cooled to 0° C. Thionyl chloride (436 μL, 6 mmol) was added dropwise, followed by the addition of pyridine (777 μL, 9.6 mmol). The mixture was stirred at 0° C. for 1 hour. Saturated aqueous ammonium chloride (14 mL) was added and the mixture was stirred for 5 minutes while warming to room temperature. The layers were separated, and the aqueous layer was washed (2×100 mL EtOAc.). The organic layers wer... The reactants are imine, COC(=O)C=1N(C=C(C1)Cl)N (1-amino-4-chloro-1H-pyrrole-2-carboxylic acid methyl ester), N1=CC(=CC=C1)C=O (pyridine-3-carbaldehyde). Run in CO (methanol). Yields the product COC(=O)C=1N(C=C(C1)Cl)N=CC=1C=NC=CC1 (4-Chloro-1-[(pyridin-3-ylmethylene)-amino]-1H-pyrrole-2-carboxylic acid methyl ester). As a reaction SMILES: [CH3:1][O:2][C:3]([C:5]1[N:6]([NH2:11])[CH:7]=[C:8]([Cl:10])[CH:9]=1)=[O:4].[N:12]1[CH:17]=[CH:16][CH:15]=[C:14]([CH:18]=O)[CH:13]=1>CO>[CH3:1][O:2][C:3]([C:5]1[N:6]([N:11]=[CH:18][C:14]2[CH:13]=[N:12][CH:17]=[CH:16][CH:15]=2)[CH:7]=[C:8]([Cl:10])[CH:9]=1)=[O:4]. Procedure: Prepared according to the imine formation condition used in Example 18 step b) from 1-amino-4-chloro-1H-pyrrole-2-carboxylic acid methyl ester and pyridine-3-carbaldehyde in refluxing methanol for 12 h. 1H NMR (CDCl3, δ in ppm): 8.43 (s, 1H), 8.29-8.13 (m, 2H), 7.51-7.43 (m, 2H), 7.23 (d, 1H, J=1.8 Hz), 6.91 (d, 1H, J=1.8 Hz), 3.84 (s, 3H). Starting materials: C(C)C1=CC=C(C=C1)C1=C(SC(=C1)F)CO ([3-(4-ethylphenyl)-5-fluorothiophen-2-yl]methanol), OC1=C(C(=C(C=C1)CCC(=O)OCC)F)F (ethyl 3-(4-hydroxy-2,3-difluorophenyl)propanoate), FC1=CC(=C(S1)COC1=C(C(=C(C=C1)CCC(=O)OCC)F)F)C1=CC=C(C=C1)CC (ethyl 3-(4-((5-fluoro-3-(4-ethylphenyl)thiophen-2-yl)methoxy)-2,3-difluorophenyl)propanoate). Product: C(C)C1=CC=C(C=C1)C1=C(SC(=C1)F)COC1=C(C(=C(C=C1)CCC(=O)O)F)F (3-(4-[[3-(4-ethylphenyl)-5-fluorothiophen-2-yl]methoxy]-2,3-difluorophenyl)propanoic acid). Reaction SMILES: C(C1C=CC(C2C=C(F)SC=2CO)=CC=1)C.OC1C=CC(CCC(OCC)=O)=C(F)C=1F.[F:33][C:34]1[S:38][C:37]([CH2:39][O:40][C:41]2[CH:46]=[CH:45][C:44]([CH2:47][CH2:48][C:49]([O:51]CC)=[O:50])=[C:43]([F:54])[C:42]=2[F:55])=[C:36]([C:56]2[CH:61]=[CH:60][C:59]([CH2:62][CH3:63])=[CH:58][CH:57]=2)[CH:35]=1>>[CH2:62]([C:59]1[CH:58]=[CH:57][C:56]([C:36]2[CH:35]=[C:34]([F:33])[S:38][C:37]=2[CH2:39][O:40][C:41]2[CH:46]=[CH:45][C:44]([CH2:47][CH2:48][C:49]([OH:51])=[O:50])=[C:43]([F:54])[C:42]=2[F:55])=[CH:61][CH:60]=1)[CH3:63]. Procedure: The title compound was prepared according to the procedure described in Example 205 by coupling of [3-(4-ethylphenyl)-5-fluorothiophen-2-yl]methanol and ethyl 3-(4-hydroxy-2,3-difluorophenyl)propanoate followed by hydrolysis of ethyl 3-(4-((5-fluoro-3-(4-ethylphenyl)thiophen-2-yl)methoxy)-2,3-difluorophenyl)propanoate to afford the desired product as an off-white solid. 1H NMR (300 MHz, CD3OD) δ 7.25-7.35 (m, 2H), 6.93 (t, J=8.1 Hz, 1H), 6.73 (t, J=8.1 Hz, 1H), 6.65 (s, 1H), 5.13 (s, 2H), 2.92 (... Starting materials: NCc1ccc(-c2nc3c(N4CCN(Cc5cccnc5)CC4)c(Br)cnc3[nH]2)cc1, CC(C)(C)OC(=O)NCc1cccc(-c2nc3c(N4CCN(Cc5cccnc5)CC4)c(Br)cnc3[nH]2)c1, ClCCl, O=C(O)C(F)(F)F. Product: NCc1cccc(-c2nc3c(N4CCN(Cc5cccnc5)CC4)c(Br)cnc3[nH]2)c1. Reaction SMILES: [Br:1][c:2]1[c:3]([N:4]2[CH2:5][CH2:6][N:7]([CH2:8][c:9]3[cH:10][n:11][cH:12][cH:13][cH:14]3)[CH2:15][CH2:16]2)[c:17]2[n:18][c:19](-[c:20]3[cH:21][cH:22][c:23]([CH2:24][NH2:25])[cH:26][cH:27]3)[nH:28][c:29]2[n:30][cH:31]1.[Br:32][c:33]1[c:34]([N:57]2[CH2:58][CH2:59][N:60]([CH2:63][c:64]3[cH:65][n:66][cH:67][cH:68][cH:69]3)[CH2:61][CH2:62]2)[c:35]2[c:36]([n:37][cH:38]1)[nH:39][c:40](-[c:42]1[cH:43][c:44]([CH2:45][NH:46][C:47](=[O:48])[O:49][C:50]([CH3:51])([CH3:52])[CH3:53])[cH:54][cH:55][cH:56]1)[n:41]2.[Cl:77][CH2:78][Cl:79].[F:70][C:71]([F:72])([F:73])[C:74]([OH:75])=[O:76]>>[Br:32][c:33]1[c:34]([N:57]2[CH2:58][CH2:59][N:60]([CH2:63][c:64]3[cH:65][n:66][cH:67][cH:68][cH:69]3)[CH2:61][CH2:62]2)[c:35]2[c:36]([n:37][cH:38]1)[nH:39][c:40](-[c:42]1[cH:43][c:44]([CH2:45][NH2:46])[cH:54][cH:55][cH:56]1)[n:41]2. Starting materials: CC=1C=C(N)C=CC1C=1N=C(C2=C(N1)CN(CC2)C)N2[C@H](COCC2)C ((S)-3-methyl-4-(7-methyl-4-(3-methylmorpholino)-5,6,7,8-tetrahydropyrido[3,4-d]pyrimidin-2-yl)aniline), C(C)N=C=O (ethyl isocyanate). Yields the product C(C)NC(=O)NC1=CC(=C(C=C1)C=1N=C(C2=C(N1)CN(CC2)C)N2[C@H](COCC2)C)C ((S)-1-ethyl-3-(3-methyl-4-(7-methyl-4-(3-methylmorpholino)-5,6,7,8-tetrahydropyrido[3,4-d]pyrimidin-2-yl)phenyl)urea). The yield is 20.0%. RXN SMILES: [CH3:1][C:2]1[CH:3]=[C:4]([CH:6]=[CH:7][C:8]=1[C:9]1[N:10]=[C:11]([N:20]2[CH2:25][CH2:24][O:23][CH2:22][C@@H:21]2[CH3:26])[C:12]2[CH2:18][CH2:17][N:16]([CH3:19])[CH2:15][C:13]=2[N:14]=1)[NH2:5].[CH2:27]([N:29]=[C:30]=[O:31])[CH3:28]>>[CH2:27]([NH:29][C:30]([NH:5][C:4]1[CH:6]=[CH:7][C:8]([C:9]2[N:10]=[C:11]([N:20]3[CH2:25][CH2:24][O:23][CH2:22][C@@H:21]3[CH3:26])[C:12]3[CH2:18][CH2:17][N:16]([CH3:19])[CH2:15][C:13]=3[N:14]=2)=[C:2]([CH3:1])[CH:3]=1)=[O:31])[CH3:28]. Procedure details: Method as example 85 using (S)-3-methyl-4-(7-methyl-4-(3-methylmorpholino)-5,6,7,8-tetrahydropyrido[3,4-d]pyrimidin-2-yl)aniline and ethyl isocyanate as starting materials. The solvent was removed in vacuo and purified by prep HPLC (high pH) yielding the title compound (11.8 mg, 0.027 mmol, 20%).